This data is from the Open Reaction Database (ORD), a public repository of structured organic reaction records. The task is: describe an organic reaction: reactants, conditions, products, and yield The reactants are COC(CCC1=CC(=CC=C1)CNCC=1C=CC2=C(CCO2)C1)=O (3-(3-{[(2,3-dihydro-benzofuran-5-ylmethyl)-amino]methyl}-phenyl)-propionic acid methyl ester), FC1=CC=C(C=C1)S(=O)(=O)Cl (4-fluorobenzenesulfonyl chloride). The solvent is C(C)N(CC)CC (triethylamine). Yields the product COC(CCC1=CC(=CC=C1)CN(S(=O)(=O)C1=CC=C(C=C1)F)CC=1C=CC2=C(CCO2)C1)=O (3-(3-{[(2,3-Dihydro-benzofuran-5-ylmethyl)-(4-fluoro-benzenesulfonyl)-amino]-methyl}-phenyl)-propionic acid methyl ester). RXN SMILES: [CH3:1][O:2][C:3](=[O:24])[CH2:4][CH2:5][C:6]1[CH:11]=[CH:10][CH:9]=[C:8]([CH2:12][NH:13][CH2:14][C:15]2[CH:16]=[CH:17][C:18]3[O:22][CH2:21][CH2:20][C:19]=3[CH:23]=2)[CH:7]=1.[F:25][C:26]1[CH:31]=[CH:30][C:29]([S:32](Cl)(=[O:34])=[O:33])=[CH:28][CH:27]=1>C(N(CC)CC)C>[CH3:1][O:2][C:3](=[O:24])[CH2:4][CH2:5][C:6]1[CH:11]=[CH:10][CH:9]=[C:8]([CH2:12][N:13]([CH2:14][C:15]2[CH:16]=[CH:17][C:18]3[O:22][CH2:21][CH2:20][C:19]=3[CH:23]=2)[S:32]([C:29]2[CH:30]=[CH:31][C:26]([F:25])=[CH:27][CH:28]=2)(=[O:34])=[O:33])[CH:7]=1. Reported procedure: The title compound of Step A was prepared following the method described in Step A of Example 1 from 3-(3-{[(2,3-dihydro-benzofuran-5-ylmethyl)-amino]methyl}-phenyl)-propionic acid methyl ester, prepared in Step A of Example 12w, and 4-fluorobenzenesulfonyl chloride using triethylamine in place of N,N-diisopropylethylamine. 1H NMR (400 MHz, CDCl3) δ7.79 (m, 2H), 7.14 (m, 3H), 7.03 (d, 1H), 6.88 (m, 2H), 6.79 (s, 1H), 6.71 (d, 1H), 6.58 (d, 1H), 4.51 (t, 2H), 4.25 (s, 2H), 4.21 (s, 2H), 3.64 (s, ... The reactants are Cn1cc(Br)ccc1=O, O=C([O-])[O-], C1COCCO1, CCOC(C)=O, [Cs+], [Cs+], CC(c1ccc(B2OC(C)(C)C(C)(C)O2)cc1)N1CCC(CC(C)(C)O)(c2ccc(F)cc2)OC1=O. Yields the product CC(c1ccc(-c2ccc(=O)n(C)c2)cc1)N1CCC(CC(C)(C)O)(c2ccc(F)cc2)OC1=O. Reaction SMILES: [Br:37][c:38]1[cH:39][cH:40][c:41](=[O:45])[n:42]([CH3:44])[cH:43]1.[C:46](=[O:47])([O-:48])[O-:49].[CH2:52]1[O:53][CH2:54][CH2:55][O:56][CH2:57]1.[CH3:58][CH2:59][O:60][C:61]([CH3:62])=[O:63].[Cs+:50].[Cs+:51].[F:1][c:2]1[cH:3][cH:4][c:5]([C:8]2([CH2:32][C:33]([CH3:34])([CH3:35])[OH:36])[CH2:9][CH2:10][N:11]([CH:15]([CH3:16])[c:17]3[cH:18][cH:19][c:20]([B:23]4[O:24][C:25]([CH3:26])([CH3:27])[C:28]([CH3:29])([CH3:30])[O:31]4)[cH:21][cH:22]3)[C:12](=[O:14])[O:13]2)[cH:6][cH:7]1>>[F:1][c:2]1[cH:3][cH:4][c:5]([C:8]2([CH2:32][C:33]([CH3:34])([CH3:35])[OH:36])[CH2:9][CH2:10][N:11]([CH:15]([CH3:16])[c:17]3[cH:18][cH:19][c:20](-[c:38]4[cH:39][cH:40][c:41](=[O:45])[n:42]([CH3:44])[cH:43]4)[cH:21][cH:22]3)[C:12](=[O:14])[O:13]2)[cH:6][cH:7]1. The reactants are C(C)C1=C2C=CC=NC2=C(C(=C1)C(C)=O)C1=CC(=CC=C1)F (1-[5-ethyl-8-(3-fluorophenyl)quinolin-7-yl]ethanone), C(C)(=O)[O-].[NH4+] (ammonium acetate), C(#N)[BH3-].[Na+] (sodium cyanoborohydride), O1CCCC1 (tetrahydrofuran). Solvent: CO (methanol), C(C)#N (acetonitrile). Conditions: temperature 65 celsius. Product: C(C)C1=C2C=CC=NC2=C(C(=C1)C(C)N)C1=CC(=CC=C1)F (1-[5-Ethyl-8-(3-fluorophenyl)quinolin-7-yl]ethanamine). RXN SMILES: [CH2:1]([C:3]1[CH:12]=[C:11]([C:13](=O)[CH3:14])[C:10]([C:16]2[CH:21]=[CH:20][CH:19]=[C:18]([F:22])[CH:17]=2)=[C:9]2[C:4]=1[CH:5]=[CH:6][CH:7]=[N:8]2)[CH3:2].C([O-])(=O)C.[NH4+].C([BH3-])#[N:29].[Na+].O1CCCC1>CO.C(#N)C>[CH2:1]([C:3]1[CH:12]=[C:11]([CH:13]([NH2:29])[CH3:14])[C:10]([C:16]2[CH:21]=[CH:20][CH:19]=[C:18]([F:22])[CH:17]=2)=[C:9]2[C:4]=1[CH:5]=[CH:6][CH:7]=[N:8]2)[CH3:2] |f:1.2,3.4|. Procedure: A mixture of 1-[5-ethyl-8-(3-fluorophenyl)quinolin-7-yl]ethanone (6.1 mg, 0.021 mmol) and ammonium acetate (0.017 g, 0.22 mmol) in methanol (0.3 mL) and acetonitrile (0.3 mL) was heated at 65° C. in a sealed tube for 1 hour. After cooling to room temperature, 1.0 M sodium cyanoborohydride in tetrahydrofuran (0.052 mL, 0.052 mmol) was added to the mixture. The reaction was heated at 65° C. overnight. The mixture was cooled to room temperature, quenched with sat. NaHCO3 solution and extracted with... The reactants are CN(C)C=O, ClCCCl, CC(=O)OCC1OC(n2ccc3c(F)cccc32)C(OC(C)=O)C(OC(C)=O)C1OC(C)=O, ClOCl, O, [P+3]. Yields the product CC(=O)OCC1OC(n2cc(C=O)c3c(F)cccc32)C(OC(C)=O)C(OC(C)=O)C1OC(C)=O. Reaction SMILES: [CH3:34][N:35]([CH:36]=[O:37])[CH3:38].[Cl:44][CH2:45][CH2:46][Cl:47].[F:1][c:2]1[c:3]2[cH:4][cH:5][n:6]([CH:11]3[CH:12]([O:13][C:14]([CH3:15])=[O:16])[CH:17]([O:18][C:19]([CH3:20])=[O:21])[CH:22]([O:23][C:24]([CH3:25])=[O:26])[CH:27]([CH2:29][O:30][C:31]([CH3:32])=[O:33])[O:28]3)[c:7]2[cH:8][cH:9][cH:10]1.[O:39]([Cl:40])[Cl:41].[OH2:43].[P+3:42]>>[F:1][c:2]1[c:3]2[c:4]([CH:36]=[O:37])[cH:5][n:6]([CH:11]3[CH:12]([O:13][C:14]([CH3:15])=[O:16])[CH:17]([O:18][C:19]([CH3:20])=[O:21])[CH:22]([O:23][C:24]([CH3:25])=[O:26])[CH:27]([CH2:29][O:30][C:31]([CH3:32])=[O:33])[O:28]3)[c:7]2[cH:8][cH:9][cH:10]1.